Dataset: the Open Reaction Database (ORD), a public repository of structured organic reaction records. Task: describe an organic reaction: reactants, conditions, products, and yield Starting materials: CC1(CNCC2=CC(=CC=C12)NC(C1=C(N=CC=C1)NCC1=CC=C2C(=N1)NC=C2)=O)C (N-(4,4-Dimethyl-1,2,3,4-tetrahydro-isoquinolin-7-yl)-2-[(1H-pyrrolo[2,3-b]pyridin-6-ylmethyl)-amino]-nicotinamide), CC(=O)O (HOAc), CN(C)C(=[N+](C)C)ON1C2=C(C=CC=C2)N=N1.[B-](F)(F)(F)F (TBTU), CCN(C(C)C)C(C)C (DIEA). Run in CN(C)C=O (DMF), CCOC(=O)C (EtOAc). Run at time 1 hour. The product is C(C)(=O)N1CC2=CC(=CC=C2C(C1)(C)C)NC(C1=C(N=CC=C1)NCC1=C2C(=NC=C1)NC=C2)=O (N-(2-Acetyl-4,4-dimethyl-1,2,3,4-tetrahydroisoquinolin-7-yl)-2-[(1H-pyrrolo[2,3-b]pyridin-4-ylmethyl)amino]nicotinamide). As a reaction SMILES: [CH3:1][C:2]1([CH3:32])[C:11]2[C:6](=[CH:7][C:8]([NH:12][C:13](=[O:31])[C:14]3[CH:19]=[CH:18][CH:17]=[N:16][C:15]=3[NH:20][CH2:21]C3N=C4NC=CC4=CC=3)=[CH:9][CH:10]=2)[CH2:5][NH:4][CH2:3]1.[CH3:33][C:34]([OH:36])=O.CN(C(O[N:45]1N=[N:52][C:47]2[CH:48]=[CH:49][CH:50]=[CH:51][C:46]1=2)=[N+](C)C)C.[B-](F)(F)(F)F.[CH3:59]CN(C(C)C)C(C)C>CCOC(C)=O.CN(C=O)C>[C:34]([N:4]1[CH2:3][C:2]([CH3:1])([CH3:32])[C:11]2[C:6](=[CH:7][C:8]([NH:12][C:13](=[O:31])[C:14]3[CH:19]=[CH:18][CH:17]=[N:16][C:15]=3[NH:20][CH2:21][C:49]3[CH:48]=[CH:47][N:52]=[C:59]4[NH:45][CH:46]=[CH:51][C:50]=34)=[CH:9][CH:10]=2)[CH2:5]1)(=[O:36])[CH3:33] |f:2.3|. Procedure: N-(4,4-Dimethyl-1,2,3,4-tetrahydro-isoquinolin-7-yl)-2-[(1H-pyrrolo[2,3-b]pyridin-6-ylmethyl)-amino]-nicotinamide (0.100 g, 0.235 mmol, Example 1), HOAc (Gracious, 0.025 mL, 0.42 mmol), TBTU (0.094 g, 0.293 mmol), DIEA (0.04 mL, 0.23 mmol) were dissolved into 5 mL of DMF and stirred at RT for 1 h. 50 mL of EtOAc was added and the organic phase was washed with 10% Na2CO3 and brine. Then the organic phase was dried over Na2SO4, filtered, and concentrated to give a white solid. The solid was washed... Starting materials: C(C1=CC=CC=C1)OC(=O)N1CCC(CC1)CCCC[C@@H](C(=O)OCC)N[C@H]1CSC2=C(N(C1=O)CC(=O)OC(C)(C)C)C=CC=C2 (tert-butyl 3(R)-[5-(1-benzyloxycarbonyl-4-piperidyl)-1(S)-ethoxycarbonylpentyl]amino-4-oxo-2,3,4,5-tetrahydro-1,5-benzothiazepine-5-acetate), Br.C(C)(=O)O (hydrogen bromide acetic acid), C(C)OCC (Ethyl ether). Solvent: C(C)(=O)O (acetic acid). Reaction conditions: time 1.5 hour. Product: Br.Br.C(C)OC(=O)[C@H](CCCCC1CCNCC1)N[C@H]1CSC2=C(N(C1=O)CC(=O)O)C=CC=C2 (3(R)-[1(S)-ethoxycarbonyl-5-(4-piperidyl)pentyl]amino-4-oxo-2,3,4,5-tetrahydro-1,5-benzothiazepine-5-acetic acid.dihydrobromide). Reaction SMILES: C(OC([N:11]1[CH2:16][CH2:15][CH:14]([CH2:17][CH2:18][CH2:19][CH2:20][C@H:21]([NH:27][C@@H:28]2[C:34](=[O:35])[N:33]([CH2:36][C:37]([O:39]C(C)(C)C)=[O:38])[C:32]3[CH:44]=[CH:45][CH:46]=[CH:47][C:31]=3[S:30][CH2:29]2)[C:22]([O:24][CH2:25][CH3:26])=[O:23])[CH2:13][CH2:12]1)=O)C1C=CC=CC=1.[BrH:48].C(O)(=O)C.C(OCC)C>C(O)(=O)C>[BrH:48].[BrH:48].[CH2:25]([O:24][C:22]([C@@H:21]([NH:27][C@@H:28]1[C:34](=[O:35])[N:33]([CH2:36][C:37]([OH:39])=[O:38])[C:32]2[CH:44]=[CH:45][CH:46]=[CH:47][C:31]=2[S:30][CH2:29]1)[CH2:20][CH2:19][CH2:18][CH2:17][CH:14]1[CH2:13][CH2:12][NH:11][CH2:16][CH2:15]1)=[O:23])[CH3:26] |f:1.2,5.6.7|. Procedure: In 1 ml of acetic acid is dissolved 0.75 g of tert-butyl 3(R)-[5-(1-benzyloxycarbonyl-4-piperidyl)-1(S)-ethoxycarbonylpentyl]amino-4-oxo-2,3,4,5-tetrahydro-1,5-benzothiazepine-5-acetate, and 2 ml of 30% hydrogen bromide-acetic acid solution is added to the solution, followed by allowing the mixture to stand at room temperature for 1.5 hours. Ethyl ether (200 ml) is added to the reaction solution, which is then allowed to stand. The supernatant liquid is decanted, and the precipitate is washed wi...